Dataset: the Open Reaction Database (ORD), a public repository of structured organic reaction records. Task: describe an organic reaction: reactants, conditions, products, and yield Starting materials: solution, B(Br)(Br)Br (boron tribromide), C1(CC1)N1C=C(C(C2=CC=C(C(=C12)OC(F)F)C=1C=C2CN(CC2=C(C1)OC)S(=O)(=O)C1=CC=C(C=C1)C)=O)C(=O)OCC (ethyl 1-cyclopropyl-8-difluoromethoxy-7-[7-methoxy-2-(p-toluenesulfonyl)isoindolin-5-yl]-1,4-dihydro-4-oxoquinoline-3-carboxylate), Cl (hydrochloric acid), [OH-].[Na+] (sodium hydroxide). Run in C(Cl)Cl (methylene chloride), C(C)O (ethanol), O1CCOCC1 (dioxane), O (water), C(Cl)(Cl)Cl (chloroform), C(Cl)Cl (methylene chloride). Run at temperature -30 celsius, time 5 minute. Yields the product C1(CC1)N1C=C(C(C2=CC=C(C(=C12)OC(F)F)C=1C=C2CN(CC2=C(C1)O)S(=O)(=O)C1=CC=C(C=C1)C)=O)C(=O)O (1-cyclopropyl-8-difluoromethoxy-7-[7-hydroxy-2-(p-toluenesulfonyl)isoindolin-5-yl]-1,4-dihydro-4-oxoquinoline-3-carboxylic acid). Isolated yield 46.0%. RXN SMILES: [CH:1]1([N:4]2[C:13]3[C:8](=[CH:9][CH:10]=[C:11]([C:18]4[CH:19]=[C:20]5[C:24](=[C:25]([O:27]C)[CH:26]=4)[CH2:23][N:22]([S:29]([C:32]4[CH:37]=[CH:36][C:35]([CH3:38])=[CH:34][CH:33]=4)(=[O:31])=[O:30])[CH2:21]5)[C:12]=3[O:14][CH:15]([F:17])[F:16])[C:7](=[O:39])[C:6]([C:40]([O:42]CC)=[O:41])=[CH:5]2)[CH2:3][CH2:2]1.B(Br)(Br)Br.[OH-].[Na+].Cl>C(Cl)Cl.C(O)C.O1CCOCC1.O.C(Cl)(Cl)Cl>[CH:1]1([N:4]2[C:13]3[C:8](=[CH:9][CH:10]=[C:11]([C:18]4[CH:19]=[C:20]5[C:24](=[C:25]([OH:27])[CH:26]=4)[CH2:23][N:22]([S:29]([C:32]4[CH:33]=[CH:34][C:35]([CH3:38])=[CH:36][CH:37]=4)(=[O:30])=[O:31])[CH2:21]5)[C:12]=3[O:14][CH:15]([F:17])[F:16])[C:7](=[O:39])[C:6]([C:40]([OH:42])=[O:41])=[CH:5]2)[CH2:3][CH2:2]1 |f:2.3|. Reported procedure: In 10 ml of methylene chloride was suspended 0.28 g of ethyl 1-cyclopropyl-8-difluoromethoxy-7-[7-methoxy-2-(p-toluenesulfonyl)isoindolin-5-yl]-1,4-dihydro-4-oxoquinoline-3-carboxylate, and the suspension was cooled to -30° C., after which 1.3 ml of 1.0 M solution of boron tribromide in methylene chloride was added dropwise thereto over a period of 5 minutes, and the resulting mixture was stirred at 0° C. for 2 hours. The reaction mixture was added to a mixed solvent of 10 ml of chloroform and 1... Starting materials: CC(C)CC(C)O, CO, CN1C(=O)CCN(CCF)c2nc(Cl)ncc21, COc1cc(C(=O)NC2CCN(C)CC2)ccc1N, O, O, Cc1ccc(S(=O)(=O)O)cc1. Yields the product COc1cc(C(=O)NC2CCN(C)CC2)ccc1Nc1ncc2c(n1)N(CCF)CCC(=O)N2C. Reaction SMILES: [CH3:49][CH:50]([CH3:51])[CH2:52][CH:53]([OH:54])[CH3:55].[CH3:57][OH:58].[Cl:1][c:2]1[n:3][cH:4][c:5]2[c:11]([n:12]1)[N:10]([CH2:13][CH2:14][F:15])[CH2:9][CH2:8][C:7](=[O:16])[N:6]2[CH3:17].[NH2:18][c:19]1[c:20]([O:35][CH3:36])[cH:21][c:22]([C:23](=[O:24])[NH:25][CH:26]2[CH2:27][CH2:28][N:29]([CH3:32])[CH2:30][CH2:31]2)[cH:33][cH:34]1.[OH2:37].[OH2:56].[c:38]1([CH3:39])[cH:40][cH:41][c:42]([S:43]([OH:44])(=[O:45])=[O:46])[cH:47][cH:48]1>>[c:2]1([NH:18][c:19]2[c:20]([O:35][CH3:36])[cH:21][c:22]([C:23](=[O:24])[NH:25][CH:26]3[CH2:27][CH2:28][N:29]([CH3:32])[CH2:30][CH2:31]3)[cH:33][cH:34]2)[n:3][cH:4][c:5]2[c:11]([n:12]1)[N:10]([CH2:13][CH2:14][F:15])[CH2:9][CH2:8][C:7](=[O:16])[N:6]2[CH3:17]. Starting materials: C(C)(C)N1CCNCC1 (1-Isopropylpiperazine), ClC1=NC=C(C=C1)[N+](=O)[O-] (2-chloro-5-nitropyridine). Run in C(Cl)Cl (DCM), C(Cl)Cl (DCM), O (H2O). Run at time 16 hour. Product: C(C)(C)N1CCN(CC1)C1=NC=C(C=C1)[N+](=O)[O-] (1-Isopropyl-4-(5-nitro-pyridin-2-yl)-piperazine). The yield is 100.2%. RXN SMILES: [CH:1]([N:4]1[CH2:9][CH2:8][NH:7][CH2:6][CH2:5]1)([CH3:3])[CH3:2].Cl[C:11]1[CH:16]=[CH:15][C:14]([N+:17]([O-:19])=[O:18])=[CH:13][N:12]=1>C(Cl)Cl.O>[CH:1]([N:4]1[CH2:9][CH2:8][N:7]([C:11]2[CH:16]=[CH:15][C:14]([N+:17]([O-:19])=[O:18])=[CH:13][N:12]=2)[CH2:6][CH2:5]1)([CH3:3])[CH3:2]. Procedure details: 1-Isopropylpiperazine (1.8 mL, 12.7 mmol, 2 equiv) was added to a cold (5° C.) solution of 2-chloro-5-nitropyridine (1 g, 6.3 mmol,) in DCM (5 mL). The reaction mixture was allowed to warm to rt, stirred for 16 h, diluted with DCM and H2O. The aqueous layer was separated and extracted with DCM. The organic phase was washed with brine, dried (Na2SO4), filtered and concentrated to provide 1.58 g of the title compound as a yellow solid: ESI-MS: 251.2 [M+H]+; tR=2.20 min. Reactants: CCCCOC(=O)C(O)C(O)C(=O)OCCCC, CC(C)(C)OO, ClCCl, COc1c(C)c(C)c(OC)c(CC=C(C)CO)c1C, CC(C)[O-], CC(C)[O-], CC(C)[O-], CC(C)[O-], [Na+], [OH-], [Ti+4]. Product: COc1c(C)c(C)c(OC)c(CC2OC2(C)CO)c1C. As a reaction SMILES: [C:1](=[O:2])([CH:3]([CH:4]([C:5]([O:6][CH2:7][CH2:8][CH2:9][CH3:10])=[O:11])[OH:12])[OH:13])[O:14][CH2:15][CH2:16][CH2:17][CH3:18].[C:38]([O:39][OH:40])([CH3:41])([CH3:42])[CH3:43].[CH2:46]([Cl:47])[Cl:48].[CH3:19][O:20][c:21]1[c:22]([CH2:32][CH:33]=[C:34]([CH2:35][OH:36])[CH3:37])[c:23]([CH3:31])[c:24]([O:29][CH3:30])[c:25]([CH3:28])[c:26]1[CH3:27].[CH3:49][CH:50]([CH3:51])[O-:52].[CH3:53][CH:54]([CH3:55])[O-:56].[CH3:57][CH:58]([CH3:59])[O-:60].[CH3:61][CH:62]([CH3:63])[O-:64].[Na+:45].[OH-:44].[Ti+4:65]>>[O:2]1[CH:33]([CH2:32][c:22]2[c:21]([O:20][CH3:19])[c:26]([CH3:27])[c:25]([CH3:28])[c:24]([O:29][CH3:30])[c:23]2[CH3:31])[C:34]1([CH2:35][OH:36])[CH3:37]. Reactants: FC=1C=C(C=CC1I)C1=CC2=CC=CC=C2C=C1 (2-(3-fluoro-4-iodophenyl)naphthalene), ClC1=C(C=C(C=C1)OB(O)O)F (4-chloro-3-fluorophenylboric acid), C([O-])([O-])=O.[K+].[K+] (potassium carbonate), C1(=CC=CC=C1)P(C1=CC=CC=C1)C1=CC=CC=C1 (triphenylphosphine), 128.7. The reagents and catalysts are [Br-].C(CCC)[N+](CCCC)(CCCC)CCCC (tetrabutylammonium bromide), Cl[Pd]([P](C1=CC=CC=C1)(C2=CC=CC=C2)C3=CC=CC=C3)([P](C4=CC=CC=C4)(C5=CC=CC=C5)C6=CC=CC=C6)Cl (dichlorobis(triphenylphosphine)palladium(II)). Solvent: C1(=CC=CC=C1)C.O.C(C)O (toluene water ethanol). Run at time 44 hour. Yields the product ClC1=C(C=C(C=C1)C1=C(C=C(C=C1)C1=CC2=CC=CC=C2C=C1)F)F (2-(4′-chloro-2,3′-difluorobiphenyl-4-yl)naphthalene). As a reaction SMILES: [F:1][C:2]1[CH:3]=[C:4]([C:9]2[CH:18]=[CH:17][C:16]3[C:11](=[CH:12][CH:13]=[CH:14][CH:15]=3)[CH:10]=2)[CH:5]=[CH:6][C:7]=1I.[Cl:19][C:20]1[CH:25]=[CH:24][C:23](OB(O)O)=[CH:22][C:21]=1[F:30].C(=O)([O-])[O-].[K+].[K+].C1(P(C2C=CC=CC=2)C2C=CC=CC=2)C=CC=CC=1>[Br-].C([N+](CCCC)(CCCC)CCCC)CCC.Cl[Pd](Cl)([P](C1C=CC=CC=1)(C1C=CC=CC=1)C1C=CC=CC=1)[P](C1C=CC=CC=1)(C1C=CC=CC=1)C1C=CC=CC=1.C1(C)C=CC=CC=1.O.C(O)C>[Cl:19][C:20]1[CH:25]=[CH:24][C:23]([C:7]2[CH:6]=[CH:5][C:4]([C:9]3[CH:18]=[CH:17][C:16]4[C:11](=[CH:12][CH:13]=[CH:14][CH:15]=4)[CH:10]=3)=[CH:3][C:2]=2[F:1])=[CH:22][C:21]=1[F:30] |f:2.3.4,6.7,9.10.11,^1:76,95|. Reported procedure: A mixture of 6.66 g (19.13 mmol) of the above-obtained 2-(3-fluoro-4-iodophenyl)naphthalene, 4.00 g (22.94 mmol) of 4-chloro-3-fluorophenylboric acid, 3.97 g (=28.72 mmol) of potassium carbonate, 1.54 g (=4.78 mmol) of tetrabutylammonium bromide, 0.40 g (=0.57 mmol) of dichlorobis(triphenylphosphine)palladium(II), 0.31 g (=1.16 mmol) of triphenylphosphine and a 60 ml mixed solvent of toluene/water/ethanol in a ratio of 1:1:1 was stirred for 44 hours with reflux. The reaction mixture obtained was...